From a dataset of the Open Reaction Database (ORD), a public repository of structured organic reaction records. describe an organic reaction: reactants, conditions, products, and yield Reactants: Cl (hydrochloride), C(C)(C)NCC(COC=1SC=CN1)O (1-isopropylamino-3-(thiazol-2-oxy)-2-propanol), Cl (hydrogen chloride). The solvent is C(C)OCC (ethyl ether). Product: Cl.C(C)(C)NCC(COC=1SC=CN1)O (1-isopropylamino-3-(thiazol-2-oxy)-2-propanol hydrochloride). RXN SMILES: [ClH:1].[CH:2]([NH:5][CH2:6][CH:7]([OH:15])[CH2:8][O:9][C:10]1[S:11][CH:12]=[CH:13][N:14]=1)([CH3:4])[CH3:3]>C(OCC)C>[ClH:1].[CH:2]([NH:5][CH2:6][CH:7]([OH:15])[CH2:8][O:9][C:10]1[S:11][CH:12]=[CH:13][N:14]=1)([CH3:4])[CH3:3] |f:3.4|. Procedure: This example illustrates methods of preparing hydrochloride addition salts of the invention. In this example 1 g. of 1-isopropylamino-3-(thiazol-2-oxy)-2-propanol is dissolved in 10 ml. of ethyl ether at 20°C. A stream of gaseous anhydrous hydrogen chloride is passed over the surface of the solution until the supernatent liquid becomes colorless. The resulting precipitate is collected by filtration, washed with ethyl ether and then crystallized from methanol, containing 1% water and 1% acetone, ... Reported procedure: To a solution of 1-tert-butoxycarbonylamino-4-methylcyclohex-3-ene (0.18 g) in a mixture of anisole (0.18 ml) and dichloromethane (0.36 ml) was added trifluoroacetic acid (0.54 ml) at 0° C. and the mixture was allowed to stir at 0° C. for 1 hour. Evaporation gave a residue, which was taken up into 1,2-dichloroethane (5 ml). To the mixture were added triethylamine (0.6 ml) and 4-phenoxycarbonylaminopyridine (0.183 g), and the resultant mixture was heated to 75° C. for 6 hours. Evaporation gave a ... The solvent is C1(=CC=CC=C1)OC (anisole), ClCCl (dichloromethane), C(C)N(CC)CC (triethylamine). Conditions: temperature 0 celsius, time 1 hour. Starting materials: ClCCCl (1,2-dichloroethane), resultant mixture, FC(C(=O)O)(F)F (trifluoroacetic acid), C(C)(C)(C)OC(=O)NC1CC=C(CC1)C (1-tert-butoxycarbonylamino-4-methylcyclohex-3-ene), O(C1=CC=CC=C1)C(=O)NC1=CC=NC=C1 (4-phenoxycarbonylaminopyridine). Yields the product Cl.CC1=CCC(CC1)NC(=O)NC1=CC=NC=C1 (N-(4-methylcyclohex-3-en-1-yl)-N′-(pyridin-4-yl)urea hydrochloride). Reaction SMILES: C(O[C:6]([NH:8][CH:9]1[CH2:14][CH2:13][C:12]([CH3:15])=[CH:11][CH2:10]1)=[O:7])(C)(C)C.FC(F)(F)C(O)=O.[Cl:23]CCCl.O(C([NH:36][C:37]1[CH:42]=[CH:41][N:40]=[CH:39][CH:38]=1)=O)C1C=CC=CC=1>C1(OC)C=CC=CC=1.ClCCl.C(N(CC)CC)C>[ClH:23].[CH3:15][C:12]1[CH2:13][CH2:14][CH:9]([NH:8][C:6]([NH:36][C:37]2[CH:42]=[CH:41][N:40]=[CH:39][CH:38]=2)=[O:7])[CH2:10][CH:11]=1 |f:7.8|. Starting materials: ClC=1C=CC(=C(N)C1)C1=NN=NN1 (5-chloro-2-(1H-tetrazol-5-yl)aniline), C(C1=CC=CC=C1)(=O)Cl (benzoyl chloride). The product is ClC=1C=CC(=C(C1)NC(C1=CC=CC=C1)=O)C1=NN=NN1 (N-[5-Chloro-2-(1H-tetrazol-5-yl)phenyl]benzamide). The yield is 60.0%. As a reaction SMILES: [Cl:1][C:2]1[CH:3]=[CH:4][C:5]([C:9]2[NH:13][N:12]=[N:11][N:10]=2)=[C:6]([CH:8]=1)[NH2:7].[C:14](Cl)(=[O:21])[C:15]1[CH:20]=[CH:19][CH:18]=[CH:17][CH:16]=1>>[Cl:1][C:2]1[CH:3]=[CH:4][C:5]([C:9]2[NH:13][N:12]=[N:11][N:10]=2)=[C:6]([NH:7][C:14](=[O:21])[C:15]2[CH:20]=[CH:19][CH:18]=[CH:17][CH:16]=2)[CH:8]=1. Reported procedure: The title compound was prepared essentially according to the method of Example 4, but using 5-chloro-2-(1H-tetrazol-5-yl)aniline (3.6 mmol) and benzoyl chloride to yield the desired product (647 mg, 60% yield). 1H NMR (400 MHz, DMSO-d6) δ 11.80 (s, 1H), 8.75 (d, 1H), 8.08-8.05 (m, 3H), 7.69-7.62 (m, 3H), 7.49 (dd, 1H); MS (EI) for C14H10ClN5O: m/z 300 (M+H). Starting materials: [Al+3], C1CCOC1, CCOCC, C=CC1(c2cc(C(=O)OC)ccc2-c2cc(OC)ncc2F)CCCC1, [H-], [H-], [H-], [H-], [Li+]. Yields the product C=CC1(c2cc(CO)ccc2-c2cc(OC)ncc2F)CCCC1. As a reaction SMILES: [Al+3:28].[CH2:33]1[O:34][CH2:35][CH2:36][CH2:37]1.[CH3:38][CH2:39][O:40][CH2:41][CH3:42].[F:1][c:2]1[c:3](-[c:10]2[c:11]([C:20]3([CH:25]=[CH2:26])[CH2:21][CH2:22][CH2:23][CH2:24]3)[cH:12][c:13]([C:14](=[O:15])[O:16][CH3:17])[cH:18][cH:19]2)[cH:4][c:5]([O:8][CH3:9])[n:6][cH:7]1.[H-:27].[H-:30].[H-:31].[H-:32].[Li+:29]>>[F:1][c:2]1[c:3](-[c:10]2[c:11]([C:20]3([CH:25]=[CH2:26])[CH2:21][CH2:22][CH2:23][CH2:24]3)[cH:12][c:13]([CH2:14][OH:15])[cH:18][cH:19]2)[cH:4][c:5]([O:8][CH3:9])[n:6][cH:7]1. Product: O=[N+]([O-])c1cccc2c(Cl)c[nH]c12. Reactants: O=C([O-])O, CC#N, O=C1CCC(=O)N1Cl, O=[N+]([O-])c1cccc2cc[nH]c12, [Na+]. RXN SMILES: [C:21](=[O:22])([OH:23])[O-:24].[CH3:26][C:27]#[N:28].[Cl:13][N:14]1[C:15](=[O:16])[CH2:17][CH2:18][C:19]1=[O:20].[N+:1](=[O:2])([O-:3])[c:4]1[cH:5][cH:6][cH:7][c:8]2[cH:9][cH:10][nH:11][c:12]12.[Na+:25]>>[N+:1](=[O:2])([O-:3])[c:4]1[cH:5][cH:6][cH:7][c:8]2[c:9]([Cl:13])[cH:10][nH:11][c:12]12. The reactants are FC(C(=O)[O-])(F)F (trifluoroacetate), [F-].[Cs+] (cesium fluoride), C1(C(CCCC1)N)N (cyclohexane-1,2-diamine), C(CC)OC1=CC=C(C=C1)[C@H]1COCC(N1)=O ((S)-5-(4-propoxyphenyl)morpholin-3-one), IC=1C=C(C(=CC1)N)N (4-iodobenzene-1,2-diamine). Reagents/catalysts: [Cu]I (copper(I) iodide). Reaction conditions: temperature 95 celsius, time 4 day. Yields the product N1C=NC2=C1C=C(C=C2)N2C(COC[C@@H]2C2=CC=C(C=C2)OCCC)=O ((S)-4-(1H-benzo[d]imidazol-6-yl)-5-(4-propoxyphenyl)morpholin-3-one). As a reaction SMILES: F[C:2](F)(F)C([O-])=O.[CH2:8]([O:11][C:12]1[CH:17]=[CH:16][C:15]([C@@H:18]2[NH:23][C:22](=[O:24])[CH2:21][O:20][CH2:19]2)=[CH:14][CH:13]=1)[CH2:9][CH3:10].I[C:26]1[CH:27]=[C:28]([NH2:33])[C:29]([NH2:32])=[CH:30][CH:31]=1.[F-].[Cs+].C1(N)CCCCC1N>[Cu]I>[NH:33]1[C:28]2[CH:27]=[C:26]([N:23]3[C@@H:18]([C:15]4[CH:14]=[CH:13][C:12]([O:11][CH2:8][CH2:9][CH3:10])=[CH:17][CH:16]=4)[CH2:19][O:20][CH2:21][C:22]3=[O:24])[CH:31]=[CH:30][C:29]=2[N:32]=[CH:2]1 |f:3.4|. Procedure: The final product was synthesized as trifluoroacetate salt starting from (S)-5-(4-propoxyphenyl)morpholin-3-one (0.044 g, 0.19 mmol), 4-iodobenzene-1,2-diamine (0.044 g, 0.19 mmol), copper(I) iodide (0.004 g, 0.019 mmol), cesium fluoride (0.058 g, 0.38 mmol), cyclohexane-1,2-diamine (0.0025 mL, 0.019 mmol). The solids were given together in a reaction flask and the flask was purged with argon. A solution of cyclohexane-1,2-diamine in 2 mL dioxane was added to the flask. The reaction was stirred ... The reactants are S(=O)(=O)(C1=CC=C(C)C=C1)OC1CCC=2NC3=CC=CC=C3C2C1 (3-tosyloxy-1,2,3,4- -tetrahydrocarbazole), C(C)N (ethylamine), 3l, C(C)(=O)NC1CCC=2NC3=CC=CC=C3C2C1 (3-Acetamido-1,2,3,4-tetrahydrocarbazole), [H-].[Al+3].[Li+].[H-].[H-].[H-] (lithium aluminum hydride). Yields the product C(C)NC1CCC=2NC3=CC=CC=C3C2C1 (3-(Ethylamino)-1,2,3,4-tetrahydrocarbazole). As a reaction SMILES: S(OC1CC2C3C(=CC=CC=3)NC=2CC1)(C1C=CC(C)=CC=1)(=O)=O.C(N)C.[C:28]([NH:31][CH:32]1[CH2:44][C:43]2[C:42]3[C:37](=[CH:38][CH:39]=[CH:40][CH:41]=3)[NH:36][C:35]=2[CH2:34][CH2:33]1)(=O)[CH3:29].[H-].[Al+3].[Li+].[H-].[H-].[H-]>>[CH2:28]([NH:31][CH:32]1[CH2:44][C:43]2[C:42]3[C:37](=[CH:38][CH:39]=[CH:40][CH:41]=3)[NH:36][C:35]=2[CH2:34][CH2:33]1)[CH3:29] |f:3.4.5.6.7.8|. Procedure: Following the procedure given in Example 18 and using 25 g. of 3-tosyloxy-1,2,3,4- -tetrahydrocarbazole and 90 g. of ethylamine there was otained 3 g. of 3l -(ethylaino)-1,2,3,4-tetraydrocarbazole which melted at 128°-129°C. (corr.). Alternatively this compound can be prepared by reduction of 3-acetamido-1,2,3,4-tetrahydrocarbazole (Example 2) with lithium aluminum hydride following a procedure similar to that described in Example 260 below. Starting materials: OCC(C(=O)OC)(C)C (methyl 3-hydroxy-2,2-dimethylpropionate), B(F)(F)F.CCOCC (BF3.Et2O), C1(=CC=CC=C1)C1(C(C(=O)OC)O1)C1=CC=CC=C1 (methyl 3,3-diphenyl-2,3-epoxypropionate). The solvent is C(C)OCC (diethyl ether). Run at time 18 hour. Yields the product OC(C(OCC(C(=O)OC)(C)C)(C1=CC=CC=C1)C1=CC=CC=C1)C(=O)OC (Methyl 3-(2-Hydroxy-2-methoxycarbonyl-1,1-diphenylethoxy)-2,2-dimethylpropionate). As a reaction SMILES: [C:1]1([C:7]2([C:14]3[CH:19]=[CH:18][CH:17]=[CH:16][CH:15]=3)[O:13][CH:8]2[C:9]([O:11][CH3:12])=[O:10])[CH:6]=[CH:5][CH:4]=[CH:3][CH:2]=1.[OH:20][CH2:21][C:22]([CH3:28])([CH3:27])[C:23]([O:25][CH3:26])=[O:24].B(F)(F)F.CCOCC>C(OCC)C>[OH:13][CH:8]([C:9]([O:11][CH3:12])=[O:10])[C:7]([C:14]1[CH:15]=[CH:16][CH:17]=[CH:18][CH:19]=1)([C:1]1[CH:6]=[CH:5][CH:4]=[CH:3][CH:2]=1)[O:20][CH2:21][C:22]([CH3:28])([CH3:27])[C:23]([O:25][CH3:26])=[O:24] |f:2.3|. Procedure: 12.7 g (50 mmol) of methyl 3,3-diphenyl-2,3-epoxypropionate were dissolved in 50 ml of diethyl ether, 6.6 g (50 mmol) of methyl 3-hydroxy-2,2-dimethylpropionate and 1 ml of BF3.Et2O were added, and the mixture was stirred at room temperature for 18 h. The solvent was evaporated off, and the oily residue was reacted without further purification and characterization. Starting materials: ClC1=NC(=C2N=CN(C2=N1)C1CCCC1)Cl (2,6-dichloro-9-cyclopentylpurine), COC=1C=C(CN)C=CC1OC (3,4-dimethoxybenzylamine). Run in C(C)N(CC)CC (triethylamine). The product is C1(CCCC1)N1C2=NC=NC=C2N=C1 (9-cyclopentylpurine). As a reaction SMILES: Cl[C:2]1[N:10]=[C:9]2[C:5]([N:6]=[CH:7][N:8]2[CH:11]2[CH2:15][CH2:14][CH2:13][CH2:12]2)=[C:4](Cl)[N:3]=1.COC1C=C(C=CC=1OC)CN>C(N(CC)CC)C>[CH:11]1([N:8]2[CH:7]=[N:6][C:5]3[C:9]2=[N:10][CH:2]=[N:3][CH:4]=3)[CH2:12][CH2:13][CH2:14][CH2:15]1. Procedure details: 2-Chloro-6-[3,4-dimethoxybenzyl)amino]-9-cyclopentylpurine is prepared from 2,6-dichloro-9-cyclopentylpurine, 3,4-dimethoxybenzylamine, and triethylamine essentially as described above in Example 1, Scheme A, step b. The reactants are COC(=O)C1=C(N=C(S1)N1C=NC2=C1C=C(C(=C2)OC)OC)Br (4-bromo-2-(5,6-dimethoxy-benzoimidazol-1-yl)-thiazole-5-carboxylic acid methyl ester), C(C)(C)C=1C=C(C=CC1)B(O)O (3-isopropylphenylboronic acid). Product: COC1=CC2=C(N(C=N2)C=2SC(=C(N2)C2=CC(=CC=C2)C(C)C)C(=O)O)C=C1OC (2-(5,6-Dimethoxy-benzoimidazol-1-yl)-4-(3-isopropyl-phenyl)-thiazole-5-carboxylic acid). Yield: 43.9%. Reaction SMILES: C[O:2][C:3]([C:5]1[S:9][C:8]([N:10]2[C:14]3[CH:15]=[C:16]([O:21][CH3:22])[C:17]([O:19][CH3:20])=[CH:18][C:13]=3[N:12]=[CH:11]2)=[N:7][C:6]=1Br)=[O:4].[CH:24]([C:27]1[CH:28]=[C:29](B(O)O)[CH:30]=[CH:31][CH:32]=1)([CH3:26])[CH3:25]>>[CH3:20][O:19][C:17]1[C:16]([O:21][CH3:22])=[CH:15][C:14]2[N:10]([C:8]3[S:9][C:5]([C:3]([OH:2])=[O:4])=[C:6]([C:31]4[CH:30]=[CH:29][CH:28]=[C:27]([CH:24]([CH3:26])[CH3:25])[CH:32]=4)[N:7]=3)[CH:11]=[N:12][C:13]=2[CH:18]=1. Procedure: In a similar manner as described for Example 26, 4-bromo-2-(5,6-dimethoxy-benzoimidazol-1-yl)-thiazole-5-carboxylic acid methyl ester (40 mg, 0.1 mmol) and 3-isopropylphenylboronic acid (24.6 mg, 0.15 mmol) gave 2-(5,6-Dimethoxy-benzoimidazol-1-yl)-4-(3-isopropyl-phenyl)-thiazole-5-carboxylic acid (18.6 mg, 44%) as a white solid. 1H NMR (400 MHz, DMSO-d6) δ ppm 13.61 (br.s., 1 H); 8.83 (s, 1 H); 7.88 (s, 1 H); 7.83 (t, 1 H); 7.74 (dt, 1 H); 7.39 (s, 1 H); 7.40 (t, 1 H); 7.36 (dt, 1 H); 3.86 (s, ...